Dataset: the Open Reaction Database (ORD), a public repository of structured organic reaction records. Task: describe an organic reaction: reactants, conditions, products, and yield Starting materials: BrC1=C2C=CN=CC2=CC=C1 (5-bromoisoquinoline), N1CCOCC1 (morpholine), C(=O)([O-])[O-].[Cs+].[Cs+] (Cs2CO3). Reagents/catalysts: CC(=O)[O-].CC(=O)[O-].[Pd+2] (Pd(OAc)2), C=1C=CC(=CC1)P(C=2C=CC=CC2)C3=CC=C4C=CC=CC4=C3C5=C6C=CC=CC6=CC=C5P(C=7C=CC=CC7)C=8C=CC=CC8 (BINAP). Solvent: C1(=CC=CC=C1)C (toluene), C(Cl)Cl (DCM). Reaction conditions: temperature 110 celsius. The product is C1=NC=CC2=C(C=CC=C12)N1CCOCC1 (4-(isoquinolin-5-yl)morpholine). Isolated yield 99.3%. Reaction SMILES: Br[C:2]1[CH:11]=[CH:10][CH:9]=[C:8]2[C:3]=1[CH:4]=[CH:5][N:6]=[CH:7]2.[NH:12]1[CH2:17][CH2:16][O:15][CH2:14][CH2:13]1.C([O-])([O-])=O.[Cs+].[Cs+]>C1(C)C=CC=CC=1.C(Cl)Cl.CC([O-])=O.CC([O-])=O.[Pd+2].C1C=CC(P(C2C(C3C(P(C4C=CC=CC=4)C4C=CC=CC=4)=CC=C4C=3C=CC=C4)=C3C(C=CC=C3)=CC=2)C2C=CC=CC=2)=CC=1>[CH:7]1[C:8]2[C:3](=[C:2]([N:12]3[CH2:17][CH2:16][O:15][CH2:14][CH2:13]3)[CH:11]=[CH:10][CH:9]=2)[CH:4]=[CH:5][N:6]=1 |f:2.3.4,7.8.9|. Procedure: A mixture of 5-bromoisoquinoline (4.07 g, 19.6 mmol), morpholine (3.41 mL, 39.1 mmol), Cs2CO3 (12.75 g, 39.1 mmol), Pd(OAc)2 (220 mg, 0.98 mmol) and BINAP (609 mg, 0.98 mmol) in toluene (160 mL) was heated at 110° C. for 6 h under N2. The mixture was then concentrated in vacuo and the black residue obtained was taken up in DCM and filtered over Celite. The filtrate was concentrated in vacuo and the brown oil obtained was purified by flash chromatography (SiO2, cHex to AcOEt) to give the title co... The reactants are COC(C1=CC=C(C=C1)O)=O (4-hydroxybenzoic acid methylester), C(CCCCCCCCCC(C)C)Cl (isotridecylchloride). The product is C(CCCCCCCCCC(C)C)O (isotridecanol). RXN SMILES: CO[C:3](=[O:11])[C:4]1[CH:9]=[CH:8][C:7](O)=[CH:6][CH:5]=1.C(Cl)CCCCCC[CH2:19][CH2:20][CH2:21][CH:22]([CH3:24])[CH3:23]>>[CH2:3]([OH:11])[CH2:4][CH2:9][CH2:8][CH2:7][CH2:6][CH2:5][CH2:19][CH2:20][CH2:21][CH:22]([CH3:24])[CH3:23]. Reported procedure: This compound was prepared from 4-hydroxybenzoic acid methylester and isotridecylchloride, initially obtained from isotridecanol (an oxalcohol prepared from tetrapropylene) using known techniques. The product recovered exhibited a refractive index of